This data is from the Open Reaction Database (ORD), a public repository of structured organic reaction records. The task is: describe an organic reaction: reactants, conditions, products, and yield The reactants are E9, FC=1C=C(C=C(C1)F)CO ((3,5-difluorophenyl)methanol), ClC=1C=C2N(C(N1)=O)CC(N2C)C (7-chloro-1,2-dimethyl-2,3-dihydroimidazo[1,2-c]pyrimidin-5(1H)-one). The product is FC=1C=C(COC=2C=C3N(C(N2)=O)CC(N3C)C)C=C(C1)F (7-((3,5-difluorobenzyl)oxy)-1,2-dimethyl-2,3-dihydroimidazo[1,2-c]pyrimidin-5(1H)-one). Reaction SMILES: [F:1][C:2]1[CH:3]=[C:4]([CH2:9][OH:10])[CH:5]=[C:6]([F:8])[CH:7]=1.Cl[C:12]1[CH:13]=[C:14]2[N:21]([CH3:22])[CH:20]([CH3:23])[CH2:19][N:15]2[C:16](=[O:18])[N:17]=1>>[F:1][C:2]1[CH:3]=[C:4]([CH:5]=[C:6]([F:8])[CH:7]=1)[CH2:9][O:10][C:12]1[CH:13]=[C:14]2[N:21]([CH3:22])[CH:20]([CH3:23])[CH2:19][N:15]2[C:16](=[O:18])[N:17]=1. Reported procedure: The title compound was prepared by a procedure similar to that described for E9 starting from (3,5-difluorophenyl)methanol and 7-chloro-1,2-dimethyl-2,3-dihydroimidazo[1,2-c]pyrimidin-5(1H)-one. Reactants: CC=1C=CC(=NC1)N1N=CC2=CC(=CC=C12)[N+](=O)[O-] (1-(5-methylpyridin-2-yl)-5-nitro-1H-indazole), CC=1C=CC(=NC1)N1N=C2C=CC(=CC2=C1)[N+](=O)[O-] (2-(5-methylpyridin-2-yl)-5-nitro-2H-indazole). The reagents and catalysts are [Pd] (Pd/C). Run in CCO (EtOH). Reaction conditions: time 12 hour. Yields the product CC=1C=CC(=NC1)N1NCC2=CC(=CC=C12)N (1-(5-methylpyridin-2-yl)-2H-indazol-5-amine). RXN SMILES: [CH3:1][C:2]1[CH:3]=[CH:4][C:5]([N:8]2[C:16]3[C:11](=[CH:12][C:13]([N+:17]([O-])=O)=[CH:14][CH:15]=3)[CH:10]=[N:9]2)=[N:6][CH:7]=1.CC1C=CC(N2C=C3C(C=CC([N+]([O-])=O)=C3)=N2)=NC=1>CCO.[Pd]>[CH3:1][C:2]1[CH:3]=[CH:4][C:5]([N:8]2[C:16]3[C:11](=[CH:12][C:13]([NH2:17])=[CH:14][CH:15]=3)[CH2:10][NH:9]2)=[N:6][CH:7]=1. Procedure: The mixture of 1-(5-methylpyridin-2-yl)-5-nitro-1H-indazole and 2-(5-methylpyridin-2-yl)-5-nitro-2H-indazole was dissolved in EtOH (20 mL), and 10% Pd/C (250 mg) was added. Under H2 atmosphere, the mixture was stirred at room temperature for 12 h, filtered and concentrated in vacuo. The residue was chromatographed on silica gel eluting with AcOEt/Hexane to give the title compound (61 mg). The reactants are OC1=C(C=C2CCNC(C2=C1)CC1=CC(=C(C=C1)OC)O)OC ((-)-7-Hydroxy-1-(3-hydroxy-4-methoxybenzyl)-6-methoxy-1,2,3,4-tetrahydroisoquinoline), C([O-])(O)=O.[Na+] (sodium bicarbonate), ClCC(=C)C (3-chloro-2-methylprop-1-ene). Run in C(C)O (ethanol). Reaction conditions: time 3 hour. The product is OC1=C(C=C2CCN(C(C2=C1)CC1=CC(=C(C=C1)OC)O)CC(=C)C)OC ((+)-7-hydroxy-1-(3-hydroxy-4-methoxybenzyl)-6-methoxy-2-(2-methylprop-2-enyl)-1,2,3,4-tetrahydroisoquinoline). As a reaction SMILES: [OH:1][C:2]1[CH:11]=[C:10]2[C:5]([CH2:6][CH2:7][NH:8][CH:9]2[CH2:12][C:13]2[CH:18]=[CH:17][C:16]([O:19][CH3:20])=[C:15]([OH:21])[CH:14]=2)=[CH:4][C:3]=1[O:22][CH3:23].C(=O)(O)[O-].[Na+].Cl[CH2:30][C:31]([CH3:33])=[CH2:32]>C(O)C>[OH:1][C:2]1[CH:11]=[C:10]2[C:5]([CH2:6][CH2:7][N:8]([CH2:32][C:31]([CH3:33])=[CH2:30])[CH:9]2[CH2:12][C:13]2[CH:18]=[CH:17][C:16]([O:19][CH3:20])=[C:15]([OH:21])[CH:14]=2)=[CH:4][C:3]=1[O:22][CH3:23] |f:1.2|. Procedure details: 5.7 g. (18.07 mmol) (-)-7-Hydroxy-1-(3-hydroxy-4-methoxybenzyl)-6-methoxy-1,2,3,4-tetrahydroisoquinoline and 3.7 g. (44 mmol) sodium bicarbonate in 120 ml. ethanol are mixed with 1.76 ml. (1.64 g., 18,07 mmol) 3-chloro-2-methylprop-1-ene. The mixture is allowed to react for 30 minutes at ambient temperature and thereafter for 3 hours at 80° C., while stirring. The usual working up and chromatographic purification on silica gel with chloroform as elution agent gives (+)-7-hydroxy-1-(3-hydroxy-4-m... Reactants: N1(CCCCC1)CCN (2-piperidin-1-yl-ethylamine), C(C)OC(=O)C=1C(C2=C(N=C(N=C2)S(=O)(=O)C)N(C1)C=1C=C2CCCC2=CC1)=O (8-indan-5-yl-2-methanesulfonyl-5-oxo-5,8-dihydro-pyrido[2,3-d]pyrimidine-6-carboxylic acid ethyl ester). Yields the product C(C)OC(=O)C=1C(C2=C(N=C(N=C2)NCCN2CCCCC2)N(C1)C=1C=C2CCCC2=CC1)=O (8-indan-5-yl-5-oxo-2-(2-piperidin-1-yl-ethylamino)-5,8-dihydro-pyrido[2,3-d]pyrimidine-6-carboxylic acid ethyl ester). RXN SMILES: [N:1]1([CH2:7][CH2:8][NH2:9])[CH2:6][CH2:5][CH2:4][CH2:3][CH2:2]1.[CH2:10]([O:12][C:13]([C:15]1[C:16](=[O:38])[C:17]2[CH:22]=[N:21][C:20](S(C)(=O)=O)=[N:19][C:18]=2[N:27]([C:29]2[CH:30]=[C:31]3[C:35](=[CH:36][CH:37]=2)[CH2:34][CH2:33][CH2:32]3)[CH:28]=1)=[O:14])[CH3:11]>>[CH2:10]([O:12][C:13]([C:15]1[C:16](=[O:38])[C:17]2[CH:22]=[N:21][C:20]([NH:9][CH2:8][CH2:7][N:1]3[CH2:6][CH2:5][CH2:4][CH2:3][CH2:2]3)=[N:19][C:18]=2[N:27]([C:29]2[CH:30]=[C:31]3[C:35](=[CH:36][CH:37]=2)[CH2:34][CH2:33][CH2:32]3)[CH:28]=1)=[O:14])[CH3:11]. Reported procedure: Using the procedure outlined in Example 1(Step F) the title compound was prepared from 2-piperidin-1-yl-ethylamine (5.2 μL, 0.036 mmol) and 8-indan-5-yl-2-methanesulfonyl-5-oxo-5,8-dihydro-pyrido[2,3-d]pyrimidine-6-carboxylic acid ethyl ester (from Example 1(Step E), 15 mg, 0.036 mmol). 6.6 mg of 8-indan-5-yl-5-oxo-2-(2-piperidin-1-yl-ethylamino)-5,8-dihydro-pyrido[2,3-d]pyrimidine-6-carboxylic acid ethyl ester was obtained as a white solid. 1H NMR (300 MHz, CDCl3) δ (ppm): 9.22 (s, 1H), 8.45 (s... Reactants: CO, [Na+], COc1ccc(C=O)cc1O, [OH-], OO. The product is COc1ccc(C(=O)O)cc1O. As a reaction SMILES: [CH3:16][OH:17].[Na+:13].[O:1]=[CH:2][c:3]1[cH:4][c:5]([OH:6])[c:7]([O:8][CH3:9])[cH:10][cH:11]1.[OH-:12].[OH:14][OH:15]>>[O:1]=[C:2]([c:3]1[cH:4][c:5]([OH:6])[c:7]([O:8][CH3:9])[cH:10][cH:11]1)[OH:12]. Starting materials: [H-].[Na+] (Sodium hydride), BrC1=CC(=NC=C1)C1=N[C@@]2(CC1)C(NCC2)=O ((5R)-2-(4-bromo-2-pyridyl)-1,7-diazaspiro[4.4]non-1-en-6-one), C1CCOC1 (THF), ClCOCC[Si](C)(C)C (2-(chloromethoxy)-ethyl-trimethyl-silane). Conditions: time 45 minute. Product: solid, BrC1=CC(=NC(=C1)C)C1=N[C@@]2(CC1)C(N(CC2)COCC[Si](C)(C)C)=O ((5R)-2-(4-bromo-6-methyl-2-pyridyl)-7-(2-trimethylsilylethoxymethyl)-1,7-diazaspiro[4.4]non-1-en-6-one). Reaction SMILES: [H-].[Na+].[Br:3][C:4]1[CH:9]=[CH:8][N:7]=[C:6]([C:10]2[CH2:14][CH2:13][C@:12]3([CH2:18][CH2:17][NH:16][C:15]3=[O:19])[N:11]=2)[CH:5]=1.Cl[CH2:21][O:22][CH2:23][CH2:24][Si:25]([CH3:28])([CH3:27])[CH3:26].[CH2:29]1COCC1>>[Br:3][C:4]1[CH:9]=[C:8]([CH3:29])[N:7]=[C:6]([C:10]2[CH2:14][CH2:13][C@:12]3([CH2:18][CH2:17][N:16]([CH2:21][O:22][CH2:23][CH2:24][Si:25]([CH3:28])([CH3:27])[CH3:26])[C:15]3=[O:19])[N:11]=2)[CH:5]=1 |f:0.1|. Reported procedure: Method B Sodium hydride (60% dispersion in oil, 26.03 mg, 0.6500 mmol) was added in two portions to a stirred solution of (5R)-2-(4-bromo-2-pyridyl)-1,7-diazaspiro[4.4]non-1-en-6-one (which may be prepared as described in Description 19) (174.mg, 0.5900 mmol) in dry THF (8 mL) at ambient temperature under nitrogen. After stirring for 45 mins, 2-(chloromethoxy)-ethyl-trimethyl-silane (0.12 mL, 0.6500 mmol) was added dropwise over 2 minutes. The reaction mixture was stirred over the weekend. The r...